Task: describe an organic reaction: reactants, conditions, products, and yield. Dataset: the Open Reaction Database (ORD), a public repository of structured organic reaction records Reactants: O=C(O)c1c2nc3cc(Cl)c(Br)cc3c-2[nH]c2ccccc12, c1ccc(Oc2ccccc2)cc1. Yields the product Clc1cc2nc3cc4ccccc4[nH]c-3c2cc1Br. Reaction SMILES: [Br:1][c:2]1[cH:3][c:4]2[c:5]3[nH:6][c:7]4[cH:8][cH:9][cH:10][cH:11][c:12]4[c:13]([C:20]([OH:21])=[O:22])[c:14]-3[n:15][c:16]2[cH:17][c:18]1[Cl:19].[O:23]([c:24]1[cH:25][cH:26][cH:27][cH:28][cH:29]1)[c:30]1[cH:31][cH:32][cH:33][cH:34][cH:35]1>>[Br:1][c:2]1[cH:3][c:4]2[c:5]3[nH:6][c:7]4[cH:8][cH:9][cH:10][cH:11][c:12]4[cH:13][c:14]-3[n:15][c:16]2[cH:17][c:18]1[Cl:19]. Reactants: C(C)OC(CP(=O)(OCC)OCC)OCC (Diethylphosphonoacetaldehyde diethylacetal), BrCC(CO)O (3-bromo-1,2-propanediol), C1(=CC=CC=C1)C (toluene). The reagents and catalysts are C1(=CC=C(C=C1)S(=O)(=O)O)C (p-toluenesulfonic acid). The product is C(C)P(=O)(CC)CC1OCCO1 (2-diethylphosphinoylmethyl-1,3-dioxolane). Reaction SMILES: C([O:3][CH:4]([O:14][CH2:15][CH3:16])[CH2:5][P:6]([O:11]CC)(OCC)=O)C.BrC[CH:19](O)[CH2:20]O.[C:23]1(C)C=CC=C[CH:24]=1>C1(C)C=CC(S(O)(=O)=O)=CC=1>[CH2:23]([P:6]([CH2:5][CH:4]1[O:3][CH2:16][CH2:15][O:14]1)([CH2:19][CH3:20])=[O:11])[CH3:24]. Procedure details: Diethylphosphonoacetaldehyde diethylacetal (VIIa) was condensed with 3-bromo-1,2-propanediol (Va) in the presence of p-toluenesulfonic acid as a catalyst and reflux in toluene to yield 2-diethylphosphinoylmethyl-1,3-dioxolane of formula (IId) as a mixture of cis and trans isomers; Reactants: Cl, CCN(Cc1cnc[nH]1)c1ccc(F)c(C2OCCO2)c1F, C1CCOC1. Yields the product CCN(Cc1cnc[nH]1)c1ccc(F)c(C=O)c1F. RXN SMILES: [ClH:23].[O:1]1[CH:2]([c:6]2[c:7]([F:22])[c:8]([N:13]([CH2:14][c:15]3[nH:16][cH:17][n:18][cH:19]3)[CH2:20][CH3:21])[cH:9][cH:10][c:11]2[F:12])[O:5][CH2:4][CH2:3]1.[O:24]1[CH2:25][CH2:26][CH2:27][CH2:28]1>>[O:1]=[CH:2][c:6]1[c:7]([F:22])[c:8]([N:13]([CH2:14][c:15]2[nH:16][cH:17][n:18][cH:19]2)[CH2:20][CH3:21])[cH:9][cH:10][c:11]1[F:12]. The reactants are C=1C=CC(=C(C1)CC(=O)O)NC=2C(=CC=CC2Cl)Cl (diclofenac), CCN=C=NCCCN(C)C.Cl (WSCI.HCl), C=1C=CC(=C(C1)CC(=O)O)NC=2C(=CC=CC2Cl)Cl (diclofenac), CN(C)C=O (DMF), C(C)(C)(C)OC(=O)C(CC)(O)N (t-butoxycarbonyl-aminopropanol), CCN=C=NCCCN(C)C.Cl (WSCI.HCl). The reagents and catalysts are CN(C)C=1C=CN=CC1 (DMAP), CN(C)C=1C=CN=CC1 (DMAP). The solvent is ClCCl (dichloromethane), ClCCl (dichloromethane), ClCCl (dichloromethane), ClCCl (dichloromethane), ClCCl (dichloromethane), C(C)(=O)OCC (Ethyl acetate), ClCCl (dichloromethane). Reaction conditions: time 7 hour. Product: C(=O)(OC(C)(C)C)C(CC)(O)N.C=1C=CC(=C(C1)CC(=O)O)NC=2C(=CC=CC2Cl)Cl (Boc-aminopropanol diclofenac). Isolated yield 76.7%. Reaction SMILES: [C:1]([O:5][C:6]([C:8]([NH2:12])([OH:11])[CH2:9][CH3:10])=[O:7])([CH3:4])([CH3:3])[CH3:2].[CH:13]1[CH:14]=[CH:15][C:16]([NH:23][C:24]2[C:25]([Cl:31])=[CH:26][CH:27]=[CH:28][C:29]=2[Cl:30])=[C:17]([CH2:19][C:20]([OH:22])=[O:21])[CH:18]=1.CN(C=O)C.CCN=C=NCCCN(C)C.Cl>ClCCl.CN(C1C=CN=CC=1)C.C(OCC)(=O)C>[C:6]([C:8]([NH2:12])([OH:11])[CH2:9][CH3:10])([O:5][C:1]([CH3:2])([CH3:4])[CH3:3])=[O:7].[CH:13]1[CH:14]=[CH:15][C:16]([NH:23][C:24]2[C:29]([Cl:30])=[CH:28][CH:27]=[CH:26][C:25]=2[Cl:31])=[C:17]([CH2:19][C:20]([OH:22])=[O:21])[CH:18]=1 |f:3.4,8.9|. Procedure details: In 1 ml of dichloromethane, 135.8 mg (0.775 mmol) of Boc-aminopropanol was dissolved, 4 ml dichloromethane solution of 229.6 mg (0.775 mmol) of diclofenac (manufactured by Wako Pure Chemical Industries), 1 ml dichloromethane solution of 18.9 mg (0.155 mmol) DMAP and 0.5 ml of DMF were added thereto in this order, and 2 ml dichloromethane solution of 191.4 mg (0.998 mmol) of WSCI.HCl was added thereto under ice-cooling, followed by stirring for 7 hours while gradually returning to room temperatur... Reactants: CCN(CC)CCOc1ccc(N)cc1, Cc1ccccc1N1Cc2cnc(S(C)(=O)=O)nc2N(C)C1=O. Product: CCN(CC)CCOc1ccc(Nc2ncc3c(n2)N(C)C(=O)N(c2ccccc2C)C3)cc1. RXN SMILES: [CH2:24]([CH3:25])[N:26]([CH2:27][CH2:28][O:29][c:30]1[cH:31][cH:32][c:33]([NH2:34])[cH:35][cH:36]1)[CH2:37][CH3:38].[CH3:1][c:2]1[c:3]([N:8]2[C:9](=[O:23])[N:10]([CH3:22])[c:11]3[n:12][c:13]([S:18]([CH3:19])(=[O:20])=[O:21])[n:14][cH:15][c:16]3[CH2:17]2)[cH:4][cH:5][cH:6][cH:7]1>>[CH3:1][c:2]1[c:3]([N:8]2[C:9](=[O:23])[N:10]([CH3:22])[c:11]3[n:12][c:13]([NH:34][c:33]4[cH:32][cH:31][c:30]([O:29][CH2:28][CH2:27][N:26]([CH2:24][CH3:25])[CH2:37][CH3:38])[cH:36][cH:35]4)[n:14][cH:15][c:16]3[CH2:17]2)[cH:4][cH:5][cH:6][cH:7]1. Product: CC1(N(CCNC1)C(=O)C1=C2C(=NC(=C1)C1=C(C=C(C=C1)O)F)NN=C2C)C ((2,2-Dimethyl-piperazin-1-yl)-[6-(2-fluoro-4-hydroxy-phenyl)-3-methyl-1H-pyrazolo[3,4-b]pyridin-4-yl]-methanone). Run in Cl (hydrochloric acid), O1CCOCC1 (dioxane). Procedure details: 130 mg of 4-[6-(2-fluoro-4-Hydroxy-phenyl)-3-methyl-1-(tetrahydro-pyran-2-yl)-1H-pyrazolo[3,4-b]pyridine-4-carbonyl]-3,3-dimethyl-piperazine-1-carboxylic acid tert-butyl ester were dissolved in 4.6 mL of 4M hydrochloric acid in dioxane. After complete conversion, dioxan was removed in vacuo, water was added and the solution was extracted twice with dichloromethane/isopropanol (10/1). The aqueous layer was lyophilized, taken up in water three times and lyophilized again to give 96 mg (100%) of th... Isolated yield 109.3%. Reaction SMILES: C(OC([N:8]1[CH2:13][CH2:12][N:11]([C:14]([C:16]2[C:17]3[C:32]([CH3:33])=[N:31][N:30](C4CCCCO4)[C:18]=3[N:19]=[C:20]([C:22]3[CH:27]=[CH:26][C:25]([OH:28])=[CH:24][C:23]=3[F:29])[CH:21]=2)=[O:15])[C:10]([CH3:41])([CH3:40])[CH2:9]1)=O)(C)(C)C>Cl.O1CCOCC1>[CH3:40][C:10]1([CH3:41])[CH2:9][NH:8][CH2:13][CH2:12][N:11]1[C:14]([C:16]1[CH:21]=[C:20]([C:22]2[CH:27]=[CH:26][C:25]([OH:28])=[CH:24][C:23]=2[F:29])[N:19]=[C:18]2[NH:30][N:31]=[C:32]([CH3:33])[C:17]=12)=[O:15]. The reactants are C(C)(C)(C)OC(=O)N1CC(N(CC1)C(=O)C=1C2=C(N=C(C1)C1=C(C=C(C=C1)O)F)N(N=C2C)C2OCCCC2)(C)C (4-[6-(2-fluoro-4-Hydroxy-phenyl)-3-methyl-1-(tetrahydro-pyran-2-yl)-1H-pyrazolo[3,4-b]pyridine-4-carbonyl]-3,3-dimethyl-piperazine-1-carboxylic acid tert-butyl ester).